From a dataset of the Open Reaction Database (ORD), a public repository of structured organic reaction records. describe an organic reaction: reactants, conditions, products, and yield Reactants: C(C)(C)(C)OC(NC1=C(C=C(C(=C1)N(C)C)C(F)(F)F)NC(CC(C1=CC(=CC=C1)C=1C=NC=CC1)=O)=O)=O ({5-dimethylamino-2-[3-oxo-3-(3-pyridin-3-yl-phenyl)-propionylamino]-4-trifluoromethyl-phenyl}-carbamic acid tert-butyl ester), C(=O)(C(F)(F)F)O (TFA). Run in C(Cl)Cl (CH2Cl2). The product is CN(C1=CC2=C(NC(CC(=N2)C2=CC(=CC=C2)C=2C=NC=CC2)=O)C=C1C(F)(F)F)C (7-Dimethylamino-4-(3-pyridin-3-yl-phenyl)-8-trifluoromethyl-1,3-dihydro-benzo[b][1,4]diazepin-2-one), solid. As a reaction SMILES: C(OC(=O)[NH:7][C:8]1[CH:13]=[C:12]([N:14]([CH3:16])[CH3:15])[C:11]([C:17]([F:20])([F:19])[F:18])=[CH:10][C:9]=1[NH:21][C:22](=[O:38])[CH2:23][C:24](=O)[C:25]1[CH:30]=[CH:29][CH:28]=[C:27]([C:31]2[CH:32]=[N:33][CH:34]=[CH:35][CH:36]=2)[CH:26]=1)(C)(C)C.C(O)(C(F)(F)F)=O>C(Cl)Cl>[CH3:15][N:14]([CH3:16])[C:12]1[C:11]([C:17]([F:18])([F:20])[F:19])=[CH:10][C:9]2[NH:21][C:22](=[O:38])[CH2:23][C:24]([C:25]3[CH:30]=[CH:29][CH:28]=[C:27]([C:31]4[CH:32]=[N:33][CH:34]=[CH:35][CH:36]=4)[CH:26]=3)=[N:7][C:8]=2[CH:13]=1. Reported procedure: The title compound was prepared from {5-dimethylamino-2-[3-oxo-3-(3-pyridin-3-yl-phenyl)-propionylamino]-4-trifluoromethyl-phenyl}-carbamic acid tert-butyl ester (Example M1) (306 mg, 0.56 mmol) by treatment with TFA in CH2Cl2 according to the general procedure N. Obtained as a yellow solid (162 mg). The reactants are O=C([O-])O, O=C1NC(=O)C2(CCN(CCOCCOCCO)Cc3ccccc3)C=CC=CC12, CS(=O)(=O)Cl, CC(C)=O, ClC(Cl)Cl, ClCCl, [Na+], c1ccncc1. Yields the product CS(=O)(=O)OCCOCCOCCN(CCC12C=CC=CC1C(=O)NC2=O)Cc1ccccc1. RXN SMILES: [C:40](=[O:41])([OH:42])[O-:43].[CH2:1]([c:2]1[cH:3][cH:4][cH:5][cH:6][cH:7]1)[N:8]([CH2:9][CH2:10][C:11]12[CH:12]([C:13](=[O:14])[NH:15][C:16]1=[O:17])[CH:18]=[CH:19][CH:20]=[CH:21]2)[CH2:22][CH2:23][O:24][CH2:25][CH2:26][O:27][CH2:28][CH2:29][OH:30].[CH3:31][S:32]([Cl:33])(=[O:34])=[O:35].[CH3:36][C:37](=[O:38])[CH3:39].[CH:54]([Cl:55])([Cl:56])[Cl:57].[Cl:51][CH2:52][Cl:53].[Na+:44].[cH:45]1[cH:46][cH:47][n:48][cH:49][cH:50]1>>[CH2:1]([c:2]1[cH:3][cH:4][cH:5][cH:6][cH:7]1)[N:8]([CH2:9][CH2:10][C:11]12[CH:12]([C:13](=[O:14])[NH:15][C:16]1=[O:17])[CH:18]=[CH:19][CH:20]=[CH:21]2)[CH2:22][CH2:23][O:24][CH2:25][CH2:26][O:27][CH2:28][CH2:29][O:30][S:32]([CH3:31])(=[O:34])=[O:35]. Starting materials: steel, OCC(=O)C=1C=C(C(O)=CC1)O (4-hydroxyacetyl-catechol), COC(C)(C)C (t-butyl methyl ether). Conditions: temperature 40 celsius. Yields the product C1=CC(=C(C=C1CCCO)O)O (Hydroxytyrosol). Reaction SMILES: O[CH2:2][C:3]([C:5]1[CH:6]=[C:7]([OH:12])[C:8](=[CH:10][CH:11]=1)[OH:9])=O.[CH3:13][O:14]C(C)(C)C>>[CH:11]1[C:5]([CH2:3][CH2:2][CH2:13][OH:14])=[CH:6][C:7]([OH:12])=[C:8]([OH:9])[CH:10]=1. Procedure details: A special house made pressure reactor, a 50 ml 10 bar glass reactor with steel mantle and a magnetic stirring bar, was charged with catalyst, 4-hydroxyacetyl-catechol (produced according to Example 2) and t-butyl methyl ether. The reactor was evacuated and filled with hydrogen. Hydrogenation was started by stirring at 5 bar hydrogen pressure while heating to 40° C. By the end of the reaction the hydrogen was replaced by air, the slurry was filtered, the catalyst was washed with ethyl acetate. Af... Starting materials: COc1ccc(CC#N)c(C)c1OC, C1CCOC1. The product is COc1ccc(CCN)c(C)c1OC. As a reaction SMILES: [CH3:1][c:2]1[c:3]([CH2:12][C:13]#[N:14])[cH:4][cH:5][c:6]([O:10][CH3:11])[c:7]1[O:8][CH3:9].[O:15]1[CH2:16][CH2:17][CH2:18][CH2:19]1>>[CH3:1][c:2]1[c:3]([CH2:12][CH2:13][NH2:14])[cH:4][cH:5][c:6]([O:10][CH3:11])[c:7]1[O:8][CH3:9]. The reactants are ClC1=C(C(=O)N)C=CC=N1 (chloronicotinamide), [H-].[Na+] (Sodium hydride), CN(C=O)C (dimethylformamide), C1=CC(=CC=C1O)F (P-fluorophenol). Run in C(C)OCC (diethyl ether), O (water). Conditions: time 1 hour. Product: FC1=CC=C(CNC(C2=C(N=CC=C2)OC2=CC=C(C=C2)F)=O)C=C1 (N-(4-Fluorobenzyl)-2-(4-Fluorophenoxy)-nicotinamide). The yield is 26.0%. As a reaction SMILES: [H-].[Na+].C[N:4]([CH3:7])[CH:5]=[O:6].[CH:8]1[C:13]([OH:14])=[CH:12][CH:11]=[C:10]([F:15])[CH:9]=1.Cl[C:17]1[N:25]=[CH:24][CH:23]=[CH:22][C:18]=1C(N)=O>C(OCC)C.O>[F:15][C:10]1[CH:11]=[CH:12][C:13]([CH2:7][NH:4][C:5](=[O:6])[C:23]2[CH:22]=[CH:18][CH:17]=[N:25][C:24]=2[O:14][C:13]2[CH:12]=[CH:11][C:10]([F:15])=[CH:9][CH:8]=2)=[CH:8][CH:9]=1 |f:0.1|. Reported procedure: Sodium hydride dispersion, 60% by weight (167 mg, 4.2 mmol) and 25 ml dimethylformamide (DMF) is placed in a 65 ml round bottom flask equipped with a stir bar and a reflux condenser under nitrogen. P-fluorophenol (430 mg, 3.8 mmol) is added to the reaction mixture and stirred for one hour. The chloronicotinamide (850 mg, 3.2 mmol) is then added and the reaction heated to reflux for 16 hours. The mixture is then cooled to room temperature and poured into 50 ml of water. This is extracted with eth...